Dataset: the Open Reaction Database (ORD), a public repository of structured organic reaction records. Task: describe an organic reaction: reactants, conditions, products, and yield The reactants are C1CCOC1, CC(C)[N-]C(C)C, Cc1nc(C#Cc2ccnc(Cl)c2)cn1-c1cc(F)cc(F)c1, [Li+]. Product: Cc1nc(C#Cc2ccnc(Cl)c2)c(C)n1-c1cc(F)cc(F)c1. As a reaction SMILES: [CH2:32]1[O:33][CH2:34][CH2:35][CH2:36]1.[CH:24]([N-:25][CH:26]([CH3:27])[CH3:28])([CH3:29])[CH3:30].[Cl:1][c:2]1[n:3][cH:4][cH:5][c:6]([C:8]#[C:9][c:10]2[n:11][c:12]([CH3:23])[n:13](-[c:15]3[cH:16][c:17]([F:22])[cH:18][c:19]([F:21])[cH:20]3)[cH:14]2)[cH:7]1.[Li+:31]>>[Cl:1][c:2]1[n:3][cH:4][cH:5][c:6]([C:8]#[C:9][c:10]2[n:11][c:12]([CH3:23])[n:13](-[c:15]3[cH:16][c:17]([F:22])[cH:18][c:19]([F:21])[cH:20]3)[c:14]2[CH3:24])[cH:7]1. Starting materials: O=P(Cl)(Cl)Cl, NC(=O)c1ccc2ncsc2c1. Yields the product N#Cc1ccc2ncsc2c1. RXN SMILES: [P:13]([Cl:14])([Cl:15])([Cl:16])=[O:17].[s:1]1[cH:2][n:3][c:4]2[c:5]1[cH:6][c:7]([C:10](=[O:11])[NH2:12])[cH:8][cH:9]2>>[s:1]1[cH:2][n:3][c:4]2[c:5]1[cH:6][c:7]([C:10]#[N:12])[cH:8][cH:9]2. Starting materials: C(C)(C)N1N=CN=C1C1=CN2CCOC3=C(C2=N1)C=NC(=C3)O (2-(2-Isopropyl-2H-[1,2,4]triazol-3-yl)-4,5-dihydro-6-oxa-1,3a,9-triaza-benzo[e]azulen-8-ol), CO (methanol), CC(C(=O)[O-])O (methylglycolate), crude product. The solvent is C(Cl)Cl (DCM). Product: COC(COC1=CC2=C(C3=NC(=CN3CCO2)C=2N(N=CN2)C(C)C)C=N1)=O ([2-(2-isopropyl-2H-[1,2,4]triazol-3-yl)-4,5-dihydro-6-oxa-1,3a,9-triaza-benzo[e]azulen-8-yloxy]-acetic acid methyl ester). RXN SMILES: [CH:1]([N:4]1[C:8]([C:9]2[N:18]=[C:17]3[N:11]([CH2:12][CH2:13][O:14][C:15]4[CH:22]=[C:21]([OH:23])[N:20]=[CH:19][C:16]=43)[CH:10]=2)=[N:7][CH:6]=[N:5]1)([CH3:3])[CH3:2].C[CH:25](O)[C:26]([O-:28])=[O:27].[CH3:30]O>C(Cl)Cl>[CH3:30][O:28][C:26](=[O:27])[CH2:25][O:23][C:21]1[N:20]=[CH:19][C:16]2[C:17]3[N:11]([CH2:12][CH2:13][O:14][C:15]=2[CH:22]=1)[CH:10]=[C:9]([C:8]1[N:4]([CH:1]([CH3:3])[CH3:2])[N:5]=[CH:6][N:7]=1)[N:18]=3. Procedure details: Following the procedures of Example 426, 2-(2-isopropyl-2H-[1,2,4]triazol-3-yl)-4,5-dihydro-6-oxa-1,3a,9-triaza-benzo[e]azulen-8-ol from Example 93 and methylglycolate were reacted and the crude product was subjected to flash chromatography (SiO2, gradient 0-5% methanol in DCM) to give [2-(2-isopropyl-2H-[1,2,4]triazol-3-yl)-4,5-dihydro-6-oxa-1,3a,9-triaza-benzo[e]azulen-8-yloxy]-acetic acid methyl ester as a yellow (88 mg, 24%). LCMS: RT=3.09 min, [M+H]+=385 The reactants are C(C=CC=CC=CC=CC=CC=CCCCCCCCCC)(=O)OCCN(C)C (2-dimethylaminoethyl docosahexaenoate), IC (iodomethane). Solvent: C(Cl)Cl (CH2Cl2). Run at time 3 hour. Yields the product [I-].C(C=CC=CC=CC=CC=CC=CCCCCCCCCC)(=O)OCC[N+](C)(C)C (docosahexaenoyl choline iodide). The yield is 96.3%. RXN SMILES: [C:1]([O:24][CH2:25][CH2:26][N:27]([CH3:29])[CH3:28])(=[O:23])[CH:2]=[CH:3][CH:4]=[CH:5][CH:6]=[CH:7][CH:8]=[CH:9][CH:10]=[CH:11][CH:12]=[CH:13][CH2:14][CH2:15][CH2:16][CH2:17][CH2:18][CH2:19][CH2:20][CH2:21][CH3:22].[I:30][CH3:31]>C(Cl)Cl>[I-:30].[C:1]([O:24][CH2:25][CH2:26][N+:27]([CH3:31])([CH3:29])[CH3:28])(=[O:23])[CH:2]=[CH:3][CH:4]=[CH:5][CH:6]=[CH:7][CH:8]=[CH:9][CH:10]=[CH:11][CH:12]=[CH:13][CH2:14][CH2:15][CH2:16][CH2:17][CH2:18][CH2:19][CH2:20][CH2:21][CH3:22] |f:3.4|. Procedure: To a solution of 2-dimethylaminoethyl docosahexaenoate (1.12 g, 2.80 mmol) in CH2Cl2 (10.0 mL) was added iodomethane (0.80 g, 5.60 mmol) dropwise at room temperature. The mixture was stirred at room temperature for 3 hr. The solvent and excess reagent was removed under reduced pressure and the residue was triturated with hexanes. The mixture was centrifuged and the supernatant was removed. The residue was dried under reduced pressure to provide the product, docosahexaenoyl choline iodide (1.46 g...